describe an organic reaction: reactants, conditions, products, and yield From a dataset of the Open Reaction Database (ORD), a public repository of structured organic reaction records. Reactants: N1=CC(=CC=C1)C=CC(=O)O (3-(3-pyridyl)-acrylic acid), C(C(=O)Cl)(=O)Cl (oxalyl chloride), O=C1N(C(C2=C3C(C=CC=C13)=CC=C2)=O)CCCCN (4-(1,3-dioxo-1H,3H-benzo[de]isoquinolin-2-yl)-butylamine). The product is O=C1N(C(C2=C3C(C=CC=C13)=CC=C2)=O)CCCCNC(C=CC=2C=NC=CC2)=O (N-[4-(1,3-dioxo-1H,3H-benzo[de]isoquinolin-2-yl)-butyl]-3-pyridin-3-yl-acrylamide). As a reaction SMILES: [N:1]1[CH:6]=[CH:5][CH:4]=[C:3]([CH:7]=[CH:8][C:9]([OH:11])=O)[CH:2]=1.C(Cl)(=O)C(Cl)=O.[O:18]=[C:19]1[C:28]2[C:23]3[C:24](=[CH:29][CH:30]=[CH:31][C:22]=3[C:21](=[O:32])[N:20]1[CH2:33][CH2:34][CH2:35][CH2:36][NH2:37])[CH:25]=[CH:26][CH:27]=2>>[O:18]=[C:19]1[C:28]2[C:23]3[C:24](=[CH:29][CH:30]=[CH:31][C:22]=3[C:21](=[O:32])[N:20]1[CH2:33][CH2:34][CH2:35][CH2:36][NH:37][C:9](=[O:11])[CH:8]=[CH:7][C:3]1[CH:2]=[N:1][CH:6]=[CH:5][CH:4]=1)[CH:25]=[CH:26][CH:27]=2. Reported procedure: Batch size: 6.1 g (41.0 mmol) 3-(3-pyridyl)-acrylic acid, 14.2 g (111.8 mmol) oxalyl chloride and 10.0 g (37.3 mmol) 4-(1,3-dioxo-1H,3H-benzo[de]isoquinolin-2-yl)-butylamine. Reactants: [OH-].[Na+] (sodium hydroxide), C1(CCCCC1)C(CO)CCO (2-Cydohexyl-1,4-butanediol), NCC(=O)O (glycine), C1=CC(=C[N+](=C1)[C@H]2[C@@H]([C@@H]([C@H](O2)COP(=O)([O-])OP(=O)(O)OC[C@@H]3[C@H]([C@H]([C@@H](O3)N4C=NC5=C4N=CN=C5N)O)O)O)O)C(=O)N (β-NAD+), [OH-].[Na+] (sodium hydroxide), NCC(=O)O (Glycine), COC=1C=CC(=CC1)C=O (anisaldehyde), [OH-].[Na+] (sodium hydroxide), [OH-].[Na+] (sodium hydroxide), alcohol. Solvent: CC(=O)C (acetone), C(C)O (ethanol), O (water), C(Cl)Cl (methylene chloride). Product: C1(CCCCC1)[C@@H]1C(=O)OCC1 ((2R)-2-cydohexylbutyrolactone). RXN SMILES: NCC(O)=O.[OH-].[Na+].[CH:8]1([CH:14]([CH2:17][CH2:18][OH:19])[CH2:15][OH:16])[CH2:13][CH2:12][CH2:11][CH2:10][CH2:9]1.C1C=[N+]([C@@H]2O[C@H](COP(OP(OC[C@H]3O[C@@H](N4C5N=CN=C(N)C=5N=C4)[C@H](O)[C@@H]3O)(O)=O)([O-])=O)[C@@H](O)[C@H]2O)C=C(C(N)=O)C=1.COC1C=CC(C=O)=CC=1>O.CC(C)=O.C(O)C.C(Cl)Cl>[CH:8]1([C@H:14]2[CH2:17][CH2:18][O:19][C:15]2=[O:16])[CH2:13][CH2:12][CH2:11][CH2:10][CH2:9]1 |f:1.2|. Procedure: Glycine (18.8 grams) is dissolved in 2 liters of deionized water, and the pH is adjusted by the addition of 10% sodium hydroxide to 9.0. 2-Cydohexyl-1,4-butanediol (10.0 grams) is dissolved in 150 ml of acetone added to the glycine solution with stirring, followed by the addition of β-NAD+ (Sigma, 0.5 grams). To the resulting solution is added horse liver alcohol dehydrogenase (Sigma, 250 mg, approximately 400 units). After the enzyme has dissolved the pH is readjusted to 9.0 with 10% sodium hyd... Reactants: BrC1=C(C=O)C=CC(=C1)Cl (2-Bromo-4-chlorobenzaldehyde), COC(=O)C=P(C1=CC=CC=C1)(C1=CC=CC=C1)C1=CC=CC=C1 (methoxycarbonylmethylenetriphenylphosphor-ane). Solvent: C1(=CC=CC=C1)C (toluene). Product: COC(\C=C\C1=C(C=C(C=C1)Cl)Br)=O ((E)-3-(2-Bromo-4chlorophenyl)-acrylic acid methyl ester). Isolated yield 60.7%. Reaction SMILES: [Br:1][C:2]1[CH:9]=[C:8]([Cl:10])[CH:7]=[CH:6][C:3]=1[CH:4]=O.[CH3:11][O:12][C:13]([CH:15]=P(C1C=CC=CC=1)(C1C=CC=CC=1)C1C=CC=CC=1)=[O:14]>C1(C)C=CC=CC=1>[CH3:11][O:12][C:13](=[O:14])/[CH:15]=[CH:4]/[C:3]1[CH:6]=[CH:7][C:8]([Cl:10])=[CH:9][C:2]=1[Br:1]. Procedure: 2-Bromo-4-chlorobenzaldehyde (Boegesoe, Klaus P. et al., J. Med. Chem. (1983), 26(7), 93547) (6.3g, 28.7 mmol) and methoxycarbonylmethylenetriphenylphosphor-ane (10.5 g, 31.6 mmol) were refluxed in toluene (143 ml) for 1 hour. The reaction mixture was cooled and purified via chromatography (SiO2, acetone/hexanes 5/95) to yield the title compound as colorless crystals (4.8 g, 61%). The reactants are CC1C(Nc2cnn(CCN3C(=O)c4ccccc4C3=O)c(=O)c2Br)CC2CC1C2(C)C, CO, NN, O. Yields the product CC1C(Nc2cnn(CCN)c(=O)c2Br)CC2CC1C2(C)C. RXN SMILES: [Br:1][c:2]1[c:3]([NH:22][CH:23]2[CH:24]([CH3:32])[CH:25]3[C:26]([CH3:30])([CH3:31])[CH:27]([CH2:28]2)[CH2:29]3)[cH:4][n:5][n:6]([CH2:9][CH2:10][N:11]2[C:12](=[O:13])[c:14]3[c:15]([cH:16][cH:17][cH:18][cH:19]3)[C:20]2=[O:21])[c:7]1=[O:8].[CH3:36][OH:37].[NH2:34][NH2:35].[OH2:33]>>[Br:1][c:2]1[c:3]([NH:22][CH:23]2[CH:24]([CH3:32])[CH:25]3[C:26]([CH3:30])([CH3:31])[CH:27]([CH2:28]2)[CH2:29]3)[cH:4][n:5][n:6]([CH2:9][CH2:10][NH2:11])[c:7]1=[O:8].